From a dataset of the Open Reaction Database (ORD), a public repository of structured organic reaction records. describe an organic reaction: reactants, conditions, products, and yield Starting materials: FC1=C(C=C(C=C1)OC(F)(F)F)C(C(=O)O)O ((2-fluoro-5-trifluoromethoxyphenyl)hydroxyacetic acid), NC1=C(C=CC=C1)O (ortho-aminophenol). Solvent: C=1(C(=CC=CC1)C)C (xylene). Yields the product O1C(=NC2=C1C=CC=C2)C(O)C2=C(C=CC(=C2)OC(F)(F)F)F (benzoxazol-2-yl(2-fluoro-5-trifluoromethoxyphenyl)methanol). RXN SMILES: [F:1][C:2]1[CH:7]=[CH:6][C:5]([O:8][C:9]([F:12])([F:11])[F:10])=[CH:4][C:3]=1[CH:13]([OH:17])[C:14]([OH:16])=O.[NH2:18][C:19]1[CH:24]=[CH:23][CH:22]=[CH:21][C:20]=1O>C1(C)C(C)=CC=CC=1>[O:16]1[C:20]2[CH:21]=[CH:22][CH:23]=[CH:24][C:19]=2[N:18]=[C:14]1[CH:13]([C:3]1[CH:4]=[C:5]([O:8][C:9]([F:10])([F:11])[F:12])[CH:6]=[CH:7][C:2]=1[F:1])[OH:17]. Reported procedure: A mixture of (2-fluoro-5-trifluoromethoxyphenyl)hydroxyacetic acid (prepared according to 72C) (2.4 g), ortho-aminophenol (1.03 g) in xylene (25 mL) is refluxed for 4 h with a Dean-Stark apparatus and concentrated under reduced pressure. Purification by chromatography on silica gel (gradient dichloromethane/methanol/ammonia from 100/0/0 to 98/2/0.5) to afford the pure benzoxazol-2-yl(2-fluoro-5-trifluoromethoxyphenyl)methanol. RXN SMILES: [CH3:16][CH2:17][O:18][C:19](=[O:20])[CH3:21].[Cl:12][C:13]([Cl:14])=[S:15].[F:1][C:2]([c:3]1[c:4]([NH2:5])[cH:6][cH:7][cH:8][cH:9]1)([F:10])[F:11].[OH2:22]>>[F:1][C:2]([c:3]1[c:4]([N:5]=[C:13]=[S:15])[cH:6][cH:7][cH:8][cH:9]1)([F:10])[F:11]. The reactants are CCOC(C)=O, S=C(Cl)Cl, Nc1ccccc1C(F)(F)F, O. The product is FC(F)(F)c1ccccc1N=C=S. The reactants are CC=1N=CNC1CSCCN (4-methyl-5-((2-aminoethyl)thiomethyl)imidazole), S(=O)(=O)(O)O.CSC(N)=N (S-methylisothiourea sulphate). The solvent is O (water). Yields the product S(=O)(=O)(O)O.NC(=N)N (guanidine sulphate). The yield is 103.1%. Reaction SMILES: CC1[N:3]=[CH:4][NH:5]C=1CSCCN.[S:12]([OH:16])([OH:15])(=[O:14])=[O:13].CSC(=N)[NH2:20]>O>[S:12]([OH:16])([OH:15])(=[O:14])=[O:13].[NH2:3][C:4]([NH2:5])=[NH:20] |f:1.2,4.5|. Reported procedure: A solution of 4-methyl-5-((2-aminoethyl)thiomethyl)imidazole (19.0 g.) and S-methylisothiourea sulphate (15.1 g.) in water (100 ml.) was heated under reflux for 3 hours. Concentration, acidification with sulphuric acid and dilution with ethanol afforded 2-[(4-methyl-5-imidazolyl)methylthio)ethyl]guanidine sulphate (13.0 g.) m.p. 230°-235° (from aqueous methanol). The reactants are C1(=CC=CC=C1)N1N=C(CC1)N (1-phenyl-3-amino-2-pyrazoline), C([O-])(O)=O.[Na+] (sodium bicarbonate). The reagents and catalysts are Cl[Cu] (CuCl). Solvent: C(C)(=O)O (Acetic acid), C(C)(=O)O (acetic acid). Conditions: time 5 hour. Product: C1(=CC=CC=C1)N1N=C(C=C1)N (1-phenyl-3-aminopyrazole). Yield: 30.4%. RXN SMILES: [C:1]1([N:7]2[CH2:11][CH2:10][C:9]([NH2:12])=[N:8]2)[CH:6]=[CH:5][CH:4]=[CH:3][CH:2]=1.C(=O)(O)[O-].[Na+]>C(O)(=O)C.Cl[Cu]>[C:1]1([N:7]2[CH:11]=[CH:10][C:9]([NH2:12])=[N:8]2)[CH:2]=[CH:3][CH:4]=[CH:5][CH:6]=1 |f:1.2|. Procedure: Using the same apparatus as in Example 1 and following the same modalites, 5 g (0.031 mole) of 1-phenyl-3-amino-2-pyrazoline were dissolved in 15 ml of acetic acid with addition of 0.2 g (0.00201 mole) of CuCl, under an oxygen head. Oxidation was completed after about 5 hours. Acetic acid was neutralized with sodium bicarbonate, it was filtered and the precipitate was extracted with ether. By evaporating the ethereal solution, 1.5 g of 1-phenyl-3-aminopyrazole were obtained. Starting materials: O=[N+]([O-])c1cc2c(Nc3ccc(F)c(Cl)c3)ncnc2cc1OCC1CCOCC1, [H][H], C1CCOC1, O=[Pt]=O. Yields the product Nc1cc2c(Nc3ccc(F)c(Cl)c3)ncnc2cc1OCC1CCOCC1. RXN SMILES: [Cl:1][c:2]1[cH:3][c:4]([NH:9][c:10]2[n:11][cH:12][n:13][c:14]3[cH:15][c:16]([O:23][CH2:24][CH:25]4[CH2:26][CH2:27][O:28][CH2:29][CH2:30]4)[c:17]([N+:20]([O-:21])=[O:22])[cH:18][c:19]23)[cH:5][cH:6][c:7]1[F:8].[H:31][H:32].[O:33]1[CH2:34][CH2:35][CH2:36][CH2:37]1.[Pt:38](=[O:39])=[O:40]>>[Cl:1][c:2]1[cH:3][c:4]([NH:9][c:10]2[n:11][cH:12][n:13][c:14]3[cH:15][c:16]([O:23][CH2:24][CH:25]4[CH2:26][CH2:27][O:28][CH2:29][CH2:30]4)[c:17]([NH2:20])[cH:18][c:19]23)[cH:5][cH:6][c:7]1[F:8]. Reported procedure: To a suspension of 1.38 g (4.00 mMol) of 4-[5-bromo-6-methoxy-(pyridin-3-yl)-methyl]phthalazin-1(2H)-one and 1.33 g (8.0 mMol) of Et4NCl in 75 ml of acetonitrile under N2-atmosphere, 1.01 ml (8.0 mMol) of N,N-dimethyl-aniline and 8.79 ml (96 mMol) of POCl3 are added. After heating the mixture for 1 h to 90° C., the resulting solution is cooled to RT, pored into 400 ml of icewater and 500 ml sat. NaHCO3 solution and extracted with 3 portions of EtOAc. The organic phases are washed twice with wate... As a reaction SMILES: [Br:1][C:2]1[CH:3]=[C:4]([CH2:10][C:11]2[C:20]3[C:15](=[CH:16][CH:17]=[CH:18][CH:19]=3)[C:14](=O)[NH:13][N:12]=2)[CH:5]=[N:6][C:7]=1[O:8][CH3:9].CN(C)C1C=CC=CC=1.O=P(Cl)(Cl)[Cl:33].C([O-])(O)=O.[Na+]>[N+](CC)(CC)(CC)CC.[Cl-].C(#N)C>[Cl:33][C:14]1[C:15]2[C:20](=[CH:19][CH:18]=[CH:17][CH:16]=2)[C:11]([CH2:10][C:4]2[CH:5]=[N:6][C:7]([O:8][CH3:9])=[C:2]([Br:1])[CH:3]=2)=[N:12][N:13]=1 |f:3.4,5.6|. The reactants are BrC=1C=C(C=NC1OC)CC1=NNC(C2=CC=CC=C12)=O (4-[5-bromo-6-methoxy-(pyridin-3-yl)-methyl]phthalazin-1(2H)-one), C(=O)(O)[O-].[Na+] (NaHCO3), CN(C1=CC=CC=C1)C (N,N-dimethyl-aniline), O=P(Cl)(Cl)Cl (POCl3). Solvent: C(C)#N (acetonitrile). Yields the product ClC1=NN=C(C2=CC=CC=C12)CC=1C=NC(=C(C1)Br)OC (1-Chloro-4-[5-bromo-6-methoxy-(pyridin-3-yl)-methyl]phthalazine). The reagents and catalysts are [N+](CC)(CC)(CC)CC.[Cl-] (Et4NCl). The reactants are C(C)OC(=O)C1=NC(=NO1)C1=CC=CC2=CC=CC=C12 (5-Ethoxycarbonyl-3-α-naphthyl-1,2,4-oxadiazole), O.NN (hydrazine hydrate). Run in CO (methanol). Product: N(N)C(=O)C1=NC(=NO1)C1=CC=CC2=CC=CC=C12 (5-Hydrazinocarbonyl-3-α-naphthyl-1,2,4-oxadiazole). The yield is 74.7%. RXN SMILES: C([O:3][C:4]([C:6]1[O:10][N:9]=[C:8]([C:11]2[C:20]3[C:15](=[CH:16][CH:17]=[CH:18][CH:19]=3)[CH:14]=[CH:13][CH:12]=2)[N:7]=1)=O)C.O.[NH2:22][NH2:23]>CO>[NH:22]([C:4]([C:6]1[O:10][N:9]=[C:8]([C:11]2[C:20]3[C:15](=[CH:16][CH:17]=[CH:18][CH:19]=3)[CH:14]=[CH:13][CH:12]=2)[N:7]=1)=[O:3])[NH2:23] |f:1.2|. Reported procedure: 5-Ethoxycarbonyl-3-α-naphthyl-1,2,4-oxadiazole (10.0g.) was dissolved in methanol (150 ml.) and hydrazine hydrate (10.0g.) added dropwise with cooling. The mixture was stirred for fifteen minutes and the crystalline precipitate was filtered off, washed with methanol (10 ml.), and dried to give title compound (7.08 g), m.p. 211°-212° (decomp.) λmax. (EtOH) 302 nm (ε 10,100) νmax. (Nujol) 1680 cm.-1 (--CONH--).